This data is from the Open Reaction Database (ORD), a public repository of structured organic reaction records. The task is: describe an organic reaction: reactants, conditions, products, and yield Starting materials: CC(C)(C)OC(=O)N1CC(OCc2ccccc2)CC1CC(=O)NC1CCCc2cc(CO)ccc21, ClCCl, O=C(O)C(F)(F)F. The product is O=C(CC1CC(OCc2ccccc2)CN1)NC1CCCc2cc(CO)ccc21. RXN SMILES: [C:1]([O:2][C:3](=[O:4])[N:8]1[CH:9]([CH2:21][C:22]([NH:23][CH:24]2[CH2:25][CH2:26][CH2:27][c:28]3[cH:29][c:30]([CH2:34][OH:35])[cH:31][cH:32][c:33]32)=[O:36])[CH2:10][CH:11]([O:13][CH2:14][c:15]2[cH:16][cH:17][cH:18][cH:19][cH:20]2)[CH2:12]1)([CH3:5])([CH3:6])[CH3:7].[Cl:44][CH2:45][Cl:46].[F:37][C:38]([F:39])([F:40])[C:41]([OH:42])=[O:43]>>[NH:8]1[CH:9]([CH2:21][C:22]([NH:23][CH:24]2[CH2:25][CH2:26][CH2:27][c:28]3[cH:29][c:30]([CH2:34][OH:35])[cH:31][cH:32][c:33]32)=[O:36])[CH2:10][CH:11]([O:13][CH2:14][c:15]2[cH:16][cH:17][cH:18][cH:19][cH:20]2)[CH2:12]1. Reactants: [Si](C)(C)(C(C)(C)C)O[C@@H]1CO[C@H]2[C@@H]1OC[C@H]2OC2=NC=1C(=NC(=C(C1)Cl)I)N2COCC[Si](C)(C)C (2-((3R,3aR,6R,6aS)-6-(tert-butyldimethylsilyloxy)hexahydrofuro[3,2-b]furan-3-yloxy)-6-chloro-5-iodo-3-((2-(trimethylsilyl)ethoxy)methyl)-3H-imidazo[4,5-b]pyridine), CC1(OB(OC1(C)C)C1=CC=C(C=C1)[C@@H]1CC[C@H](CC1)O)C ((trans)-4-(4-(4,4,5,5-tetramethyl-1,3,2-dioxaborolan-2-yl)phenyl)cyclohexanol), Intermediate 7. Product: [Si](C)(C)(C(C)(C)C)O[C@@H]1CO[C@H]2[C@@H]1OC[C@H]2OC2=NC=1C(=NC(=C(C1)Cl)C1=CC=C(C=C1)[C@@H]1CC[C@H](CC1)O)N2COCC[Si](C)(C)C ((trans)-4-(4-(2-((3R,3aR,6R,6aS)-6-(tert-Butyldimethylsilyloxy)hexahydrofuro-[3,2-b]furan-3-yloxy)-6-chloro-3-((2-(trimethylsilyl)ethoxy)methyl)-3H-imidazo[4,5-b]-pyridin-5-yl)phenyl)cyclohexanol). As a reaction SMILES: [Si:1]([O:8][C@H:9]1[C@H:13]2[O:14][CH2:15][C@@H:16]([O:17][C:18]3[N:28]([CH2:29][O:30][CH2:31][CH2:32][Si:33]([CH3:36])([CH3:35])[CH3:34])[C:21]4=[N:22][C:23](I)=[C:24]([Cl:26])[CH:25]=[C:20]4[N:19]=3)[C@H:12]2[O:11][CH2:10]1)([C:4]([CH3:7])([CH3:6])[CH3:5])([CH3:3])[CH3:2].CC1(C)C(C)(C)OB([C:45]2[CH:50]=[CH:49][C:48]([C@H:51]3[CH2:56][CH2:55][C@H:54]([OH:57])[CH2:53][CH2:52]3)=[CH:47][CH:46]=2)O1>>[Si:1]([O:8][C@H:9]1[C@H:13]2[O:14][CH2:15][C@@H:16]([O:17][C:18]3[N:28]([CH2:29][O:30][CH2:31][CH2:32][Si:33]([CH3:36])([CH3:35])[CH3:34])[C:21]4=[N:22][C:23]([C:45]5[CH:50]=[CH:49][C:48]([C@H:51]6[CH2:52][CH2:53][C@H:54]([OH:57])[CH2:55][CH2:56]6)=[CH:47][CH:46]=5)=[C:24]([Cl:26])[CH:25]=[C:20]4[N:19]=3)[C@H:12]2[O:11][CH2:10]1)([C:4]([CH3:7])([CH3:6])[CH3:5])([CH3:3])[CH3:2]. Procedure details: The title compound is prepared from 2-((3R,3aR,6R,6aS)-6-(tert-butyldimethylsilyloxy)hexahydrofuro[3,2-b]furan-3-yloxy)-6-chloro-5-iodo-3-((2-(trimethylsilyl)ethoxy)methyl)-3H-imidazo[4,5-b]pyridine and (trans)-4-(4-(4,4,5,5-tetramethyl-1,3,2-dioxaborolan-2-yl)phenyl)cyclohexanol following a procedure analogous to that described for Intermediate 7 Step 2. LC (method 5): tR=1.16 min; Mass spectrum (ESI+): m/z=716 [M+H]+. Starting materials: CC(NC(=O)Cc1cc(F)cc(F)c1)C(=O)NC1C(=O)Nc2cc(Cl)ccc2SC1c1cc(F)ccc1F, [H-], CI, [Na+], CN(C)C=O. Product: CC(NC(=O)Cc1cc(F)cc(F)c1)C(=O)NC1C(=O)N(C)c2cc(Cl)ccc2SC1c1cc(F)ccc1F. Reaction SMILES: [Cl:1][c:2]1[cH:3][cH:4][c:5]2[c:6]([cH:38]1)[NH:7][C:8](=[O:37])[CH:9]([NH:20][C:21]([CH:22]([NH:23][C:24]([CH2:25][c:26]1[cH:27][c:28]([F:33])[cH:29][c:30]([F:32])[cH:31]1)=[O:34])[CH3:35])=[O:36])[CH:10]([c:12]1[c:13]([F:19])[cH:14][cH:15][c:16]([F:18])[cH:17]1)[S:11]2.[H-:39].[I:41][CH3:42].[Na+:40].[O:43]=[CH:44][N:45]([CH3:46])[CH3:47]>>[Cl:1][c:2]1[cH:3][cH:4][c:5]2[c:6]([cH:38]1)[N:7]([CH3:42])[C:8](=[O:37])[CH:9]([NH:20][C:21]([CH:22]([NH:23][C:24]([CH2:25][c:26]1[cH:27][c:28]([F:33])[cH:29][c:30]([F:32])[cH:31]1)=[O:34])[CH3:35])=[O:36])[CH:10]([c:12]1[c:13]([F:19])[cH:14][cH:15][c:16]([F:18])[cH:17]1)[S:11]2.